Task: describe an organic reaction: reactants, conditions, products, and yield. Dataset: the Open Reaction Database (ORD), a public repository of structured organic reaction records The reactants are COc1cccc2c1OC(CO[Si](C)(C)C(C)(C)C)C2, CCCC[N+](CCCC)(CCCC)CCCC, [F-], C1CCOC1, O. Yields the product COc1cccc2c1OC(CO)C2. As a reaction SMILES: [C:1]([Si:2]([CH3:3])([CH3:4])[O:8][CH2:9][CH:10]1[O:11][c:12]2[c:13]([cH:15][cH:16][cH:17][c:18]2[O:19][CH3:20])[CH2:14]1)([CH3:5])([CH3:6])[CH3:7].[CH3:22][CH2:23][CH2:24][CH2:25][N+:26]([CH2:27][CH2:28][CH2:29][CH3:30])([CH2:31][CH2:32][CH2:33][CH3:34])[CH2:35][CH2:36][CH2:37][CH3:38].[F-:21].[O:39]1[CH2:40][CH2:41][CH2:42][CH2:43]1.[OH2:44]>>[OH:8][CH2:9][CH:10]1[O:11][c:12]2[c:13]([cH:15][cH:16][cH:17][c:18]2[O:19][CH3:20])[CH2:14]1.